This data is from the Open Reaction Database (ORD), a public repository of structured organic reaction records. The task is: describe an organic reaction: reactants, conditions, products, and yield The reactants are C(c1ccc(c2c1cc[nH]2)[Cl])=O, CC1=CN=C(C=C1)N, [C-]#[N+]C1CCCCC1. The reagents and catalysts are O=C(O)C(F)(F)F (trifluoroacetic acid). Solvent: CC(C)O (isopropyl alcohol), CC(C)O (isopropylalcohol). Reaction conditions: temperature 22 celsius, time 20 hour. Product: Cc1ccc2nc(c3ccc(c4c3cc[nH]4)[Cl])c(NC3CCCCC3)n2c1. Isolated yield 60.2%. RXN SMILES: CC1=CC=C(N)N=C1.[C-]#[N+]C1CCCCC1.ClC1=CC=C(C=O)C2=C1NC=C2>>CC1=CN2C(C=C1)=NC(=C2NC1CCCCC1)C1=CC=C(Cl)C2=C1C=CN2. The reactants are [BH4-], CCO, CCOC(=O)c1cc(C(C)C)on1, [Na+], O. Yields the product CC(C)c1cc(CO)no1. As a reaction SMILES: [BH4-:14].[CH3:17][CH2:18][OH:19].[CH:1]([CH3:2])([CH3:3])[c:4]1[cH:5][c:6]([C:9](=[O:10])[O:11][CH2:12][CH3:13])[n:7][o:8]1.[Na+:15].[OH2:16]>>[CH:1]([CH3:2])([CH3:3])[c:4]1[cH:5][c:6]([CH2:9][OH:10])[n:7][o:8]1. Reactants: CCOC(=O)CC(=O)OCC, C=C(C)CCl, CCO, [Na]. Yields the product C=C(C)CC(C(=O)OCC)C(=O)OCC. As a reaction SMILES: [C:2]([CH2:3][C:4](=[O:5])[O:6][CH2:7][CH3:8])(=[O:9])[O:10][CH2:11][CH3:12].[CH2:13]([C:14]([CH3:15])=[CH2:16])[Cl:17].[CH3:18][CH2:19][OH:20].[Na:1]>>[C:2]([CH:3]([C:4](=[O:5])[O:6][CH2:7][CH3:8])[CH2:16][C:14](=[CH2:13])[CH3:15])(=[O:9])[O:10][CH2:11][CH3:12]. The reactants are O (water), CCCC[N+](CCCC)(CCCC)CCCC.[F-] (TBAF), S1C2=C(C=C1[C@@H](CC[C@@H]1[C@H](C(C[C@H]1O)=O)C\C=C/CCCC(=O)O)O[Si](C1=CC=CC=C1)(C1=CC=CC=C1)C(C)(C)C)C=CC=C2 ((Z)-7-((1R,2R,3R)-2-((R)-3-(Benzo[b]thiophen-2-yl)-3-(tert-butyldiphenylsilyloxy)propyl)-3-hydroxy-5-oxocyclopentyl)hept-5-enoic acid). Solvent: C1CCOC1 (THF), C1CCOC1 (THF), C1CCOC1 (THF). The product is S1C2=C(C=C1[C@@H](CC[C@@H]1[C@H](C(C[C@H]1O)=O)C\C=C/CCCC(=O)O)O)C=CC=C2 ((Z)-7-((1R,2R,3R)-2-((R)-3-(Benzo[b]thiophen-2-yl)-3-hydroxypropyl)-3-hydroxy-5-oxocyclopentyl)hept-5-enoic Acid). Reaction SMILES: [S:1]1[C:5]([C@H:6]([O:25][Si](C(C)(C)C)(C2C=CC=CC=2)C2C=CC=CC=2)[CH2:7][CH2:8][C@H:9]2[C@H:13]([OH:14])[CH2:12][C:11](=[O:15])[C@@H:10]2[CH2:16]/[CH:17]=[CH:18]\[CH2:19][CH2:20][CH2:21][C:22]([OH:24])=[O:23])=[CH:4][C:3]2[CH:43]=[CH:44][CH:45]=[CH:46][C:2]1=2.CCCC[N+](CCCC)(CCCC)CCCC.[F-].O>C1COCC1>[S:1]1[C:5]([C@H:6]([OH:25])[CH2:7][CH2:8][C@H:9]2[C@H:13]([OH:14])[CH2:12][C:11](=[O:15])[C@@H:10]2[CH2:16]/[CH:17]=[CH:18]\[CH2:19][CH2:20][CH2:21][C:22]([OH:24])=[O:23])=[CH:4][C:3]2[CH:43]=[CH:44][CH:45]=[CH:46][C:2]1=2 |f:1.2|. Procedure details: (Z)-7-((1R,2R,3R)-2-((R)-3-(Benzo[b]thiophen-2-yl)-3-(tert-butyldiphenylsilyloxy)propyl)-3-hydroxy-5-oxocyclopentyl)hept-5-enoic acid (1 molar equivalent) is dissolved in THF (0.3 M) under a nitrogen atmosphere. A solution consisting of TBAF in THF (1 M, 1.2 molar equivalents) is added and the reaction mixture is stirred at room temperature. Upon completion, as judged by TLC, water is added and most of the THF is removed under reduced pressure. The remaining aqueous solution is extracted with et... The reactants are [F-].C(CCC)[N+](CCCC)(CCCC)CCCC (Tetrabutylammonium fluoride), FC1=CC=C(CC2=C(C=C(S2)C2=NC(=NC=C2Br)NCCN2C(NC(C2(C)C)=O)=O)CCO[Si](C)(C)C(C)(C)C)C=C1 (1-(2-(4-(5-(4-fluorobenzyl)-4-(2-(tert-butyldimethylsilyloxy)ethyl)thiophen-2-yl)-5-bromopyrimidin-2-ylamino)ethyl)-5,5-dimethylimidazolidine-2,4-dione), O (water). The solvent is O1CCCC1 (tetrahydrofuran). Reaction conditions: time 4 hour. Product: FC1=CC=C(CC2=C(C=C(S2)C2=NC(=NC=C2Br)NCCN2C(NC(C2(C)C)=O)=O)CCO)C=C1 (1-(2-(4-(5-(4-Fluorobenzyl)-4-(2-hydroxyethyl)thiophen-2-yl)-5-bromopyrimidin-2-ylamino)ethyl)-5,5-dimethylimidazolidine-2,4-dione), solid. The yield is 80.0%. As a reaction SMILES: [F-].C([N+](CCCC)(CCCC)CCCC)CCC.[F:19][C:20]1[CH:60]=[CH:59][C:23]([CH2:24][C:25]2[S:29][C:28]([C:30]3[C:35]([Br:36])=[CH:34][N:33]=[C:32]([NH:37][CH2:38][CH2:39][N:40]4[C:44]([CH3:46])([CH3:45])[C:43](=[O:47])[NH:42][C:41]4=[O:48])[N:31]=3)=[CH:27][C:26]=2[CH2:49][CH2:50][O:51][Si](C(C)(C)C)(C)C)=[CH:22][CH:21]=1.O>O1CCCC1>[F:19][C:20]1[CH:60]=[CH:59][C:23]([CH2:24][C:25]2[S:29][C:28]([C:30]3[C:35]([Br:36])=[CH:34][N:33]=[C:32]([NH:37][CH2:38][CH2:39][N:40]4[C:44]([CH3:46])([CH3:45])[C:43](=[O:47])[NH:42][C:41]4=[O:48])[N:31]=3)=[CH:27][C:26]=2[CH2:49][CH2:50][OH:51])=[CH:22][CH:21]=1 |f:0.1|. Reported procedure: Tetrabutylammonium fluoride (5 mL, 1M in tetrahydrofuran, 5.00 mmol) was added slowly to a solution of 1-(2-(4-(5-(4-fluorobenzyl)-4-(2-(tert-butyldimethylsilyloxy)ethyl)thiophen-2-yl)-5-bromopyrimidin-2-ylamino)ethyl)-5,5-dimethylimidazolidine-2,4-dione (1.8 g, 2.66 mmol) in tetrahydrofuran (40 mL) at rt. After stirring at rt for 4 h, 100 mL of water was added. The mixture was extracted with ethyl acetate 3×100 mL). The combined organic layers were washed with brine (100 mL), dried over anhydro... Starting materials: FC1=C(C=C(C=C1)B1OC(C(O1)(C)C)(C)C)[N+](=O)[O-] (2-(4-Fluoro-3-nitrophenyl)4,4,5,5-tetramethyl-1,3,2-dioxaborolane). Reagents/catalysts: [Pd] (palladium on carbon). Run in C(C)(=O)OCC (ethyl acetate). Reaction conditions: time 2 hour. Yields the product FC1=C(N)C=C(C=C1)B1OC(C(O1)(C)C)(C)C (2-Fluoro-5-(4,4,5,5-tetramethyl-1,3,2-dioxaborolan-2-yl)aniline). The yield is 100.0%. RXN SMILES: [F:1][C:2]1[CH:7]=[CH:6][C:5]([B:8]2[O:12][C:11]([CH3:14])([CH3:13])[C:10]([CH3:16])([CH3:15])[O:9]2)=[CH:4][C:3]=1[N+:17]([O-])=O>[Pd].C(OCC)(=O)C>[F:1][C:2]1[CH:7]=[CH:6][C:5]([B:8]2[O:12][C:11]([CH3:14])([CH3:13])[C:10]([CH3:16])([CH3:15])[O:9]2)=[CH:4][C:3]=1[NH2:17]. Procedure: A 500-mL Parr reactor bottle was purged with nitrogen and charged with 13 (6.92 g, 25.9 mmol), ethyl acetate (150 mL) and 10% palladium on carbon (50% wet, 150 mg dry weight). The bottle was attached to Parr hydrogenator, evacuated, charged with hydrogen gas to a pressure of 50 psi and shaken for 2 h. After this time the hydrogen was evacuated and nitrogen charged into the reactor. The catalyst was removed by filtration through a pad of Celite 521 and the filter cake washed with methylene chlori... Starting materials: C(C1=CC=CC=C1)OC1=CC=C(C=C1)O (4-benzyloxyphenol), C(C)(C)(C)[Si](C1=CC=CC=C1)(C1=CC=CC=C1)Cl (t-butylchlorodiphenylsilane), N1C=NC=C1 (imidazole). Run in C(Cl)Cl (methylene chloride). Run at time 8 hour. The product is C(C)(C)(C)[Si](C1=CC=CC=C1)(C1=CC=CC=C1)OC1=CC=C(C=C1)OCC1=CC=CC=C1 (t-Butyl-[4-benzyloxyphenoxy]-diphenylsilane). Yield: 98.2%. As a reaction SMILES: [CH2:1]([O:8][C:9]1[CH:14]=[CH:13][C:12]([OH:15])=[CH:11][CH:10]=1)[C:2]1[CH:7]=[CH:6][CH:5]=[CH:4][CH:3]=1.[C:16]([Si:20](Cl)([C:27]1[CH:32]=[CH:31][CH:30]=[CH:29][CH:28]=1)[C:21]1[CH:26]=[CH:25][CH:24]=[CH:23][CH:22]=1)([CH3:19])([CH3:18])[CH3:17].N1C=CN=C1>C(Cl)Cl>[C:16]([Si:20]([O:15][C:12]1[CH:11]=[CH:10][C:9]([O:8][CH2:1][C:2]2[CH:3]=[CH:4][CH:5]=[CH:6][CH:7]=2)=[CH:14][CH:13]=1)([C:27]1[CH:32]=[CH:31][CH:30]=[CH:29][CH:28]=1)[C:21]1[CH:22]=[CH:23][CH:24]=[CH:25][CH:26]=1)([CH3:19])([CH3:17])[CH3:18]. Procedure: A mixture of 4-benzyloxyphenol (100 g, 360 mmol), t-butylchlorodiphenylsilane (72.8 g, 360 mmol), and imidazole (24.5 g, 360 mmol) in 1 L of methylene chloride was stirred overnight at ambient temperature. The reaction mixture was washed with water, sat'd NaHCO3 and brine. After drying (Na2SO4), the solvent was evaporated to provide, 155 g of the title compound